Task: describe an organic reaction: reactants, conditions, products, and yield. Dataset: the Open Reaction Database (ORD), a public repository of structured organic reaction records The reactants are CC(=O)C (acetone), C(C)(C)OC(C)C (isopropyl ether), C([O-])([O-])=O.[K+].[K+] (potassium carbonate), C(C)(C)I (isopropyl iodide). Run in C#CC1=CC=C(C=C1)O (poly(p-vinylphenol)), C(C(C)C)C(=O)C (methyl isobutyl ketone), C#CC1=CC=C(C=C1)O (poly(p-vinylphenol)). Reaction conditions: time 27 hour. Yields the product OC1=CC=C(C=C)C=C1.C(C)(C)OC1=CC=C(C=C)C=C1 (p-hydroxystyrene p-isopropoxystyrene). Reaction SMILES: [CH3:1][C:2]([CH3:4])=[O:3].C(=O)([O-])[O-].[K+].[K+].[CH:11](I)([CH3:13])[CH3:12].[CH:15]([O:18][CH:19]([CH3:21])[CH3:20])([CH3:17])[CH3:16]>C#CC1C=CC(O)=CC=1.C(C(C)=O)C(C)C>[OH:3][C:2]1[CH:4]=[CH:13][C:11]([CH:15]=[CH2:16])=[CH:12][CH:1]=1.[CH:15]([O:18][C:19]1[CH:21]=[CH:4][C:2]([CH:11]=[CH2:12])=[CH:1][CH:20]=1)([CH3:17])[CH3:16] |f:1.2.3,8.9|. Reported procedure: Into a reaction vessel were charged 30.0 parts of the same poly(p-vinylphenol) as that used in Example 1 and 120 parts of acetone. They were stirred to form a solution. Additionally charged were 29.6 parts of anhydrous potassium carbonate and 18.2 parts of isopropyl iodide. The temperature was elevated so that the mixture reached to the lo reflux state. Subsequently, the reflux state was kept for 27 hours. After adding methyl isobutyl ketone, the solution was washed with aqueous oxalic acid solu... Reactants: Brc1ccc(Br)nc1, C1CCC2=NCCCN2CC1, CC(C)N1CCNCC1, O. Product: CC(C)N1CCN(c2ccc(Br)cn2)CC1. As a reaction SMILES: [Br:1][c:2]1[n:3][cH:4][c:5]([Br:8])[cH:6][cH:7]1.[CH2:18]1[CH2:19][CH2:20][C:21]2=[N:26][CH2:25][CH2:24][CH2:23][N:22]2[CH2:27][CH2:28]1.[CH:9]([CH3:10])([CH3:11])[N:12]1[CH2:13][CH2:14][NH:15][CH2:16][CH2:17]1.[OH2:29]>>[c:2]1([N:15]2[CH2:14][CH2:13][N:12]([CH:9]([CH3:10])[CH3:11])[CH2:17][CH2:16]2)[n:3][cH:4][c:5]([Br:8])[cH:6][cH:7]1. The reactants are COCN1C(=NC=C1)C(O)(C1=CC=C(C=C1)C(F)(F)F)C1=CC=CC=C1 (1-(methoxymethyl)-α-phenyl-α-(p-trifluoromethyl-phenyl)imidazole-2-methanol), C(C)(=O)O (acetic acid), Cl (hydrochloric acid). Solvent: O (water). Product: C1(=CC=CC=C1)C(O)(C=1NC=CN1)C1=CC=C(C=C1)C(F)(F)F (α-Phenyl-α-(p-trifluoromethylphenyl)imidazole-2-methanol). Reaction SMILES: COC[N:4]1[CH:8]=[CH:7][N:6]=[C:5]1[C:9]([C:21]1[CH:26]=[CH:25][CH:24]=[CH:23][CH:22]=1)([C:11]1[CH:16]=[CH:15][C:14]([C:17]([F:20])([F:19])[F:18])=[CH:13][CH:12]=1)[OH:10].C(O)(=O)C.Cl>O>[C:21]1([C:9]([C:11]2[CH:12]=[CH:13][C:14]([C:17]([F:20])([F:19])[F:18])=[CH:15][CH:16]=2)([C:5]2[NH:4][CH:8]=[CH:7][N:6]=2)[OH:10])[CH:26]=[CH:25][CH:24]=[CH:23][CH:22]=1. Procedure details: A mixture of 9 g. (0.025 mol) of 1-(methoxymethyl)-α-phenyl-α-(p-trifluoromethyl-phenyl)imidazole-2-methanol, 70 ml. of glacial acetic acid, 7 ml. of concentrated hydrochloric acid and 7 ml. of water was refluxed for 3.5 hours. After cooling, the liquid was distilled off and 2 N sodium hydroxide solution and a small amount of ethanol were added to the residue. The alcohol was distilled off and the aqueous phase was extracted with diethyl ether. The ethereal solution was washed with water and dri...